From a dataset of the Open Reaction Database (ORD), a public repository of structured organic reaction records. describe an organic reaction: reactants, conditions, products, and yield The reactants are CN1C2=C(C3=CC=C(C=C13)N1C(C=C(C=C1)CCC1=CC=CC=C1)=O)CCN(C2)C(=O)OC(C)(C)C (tert-Butyl 9-methyl-7-(2-oxo-4-phenethylpyridin-1(2H)-yl)-3,4-dihydro-1H-pyrido[3,4-b]indole-2(9H)-carboxylate), C1(=C(C(=C(C(=C1F)F)F)N)F)N.Cl.Cl (dihydrochloride). Yields the product Cl.Cl.CN1C2=C(C3=CC=C(C=C13)N1C(C=C(C=C1)CCC1=CC=CC=C1)=O)CCNC2 (1-(9-Methyl-2,3,4,9-tetrahydro-1H-pyrido[3,4-b]indol-7-yl)-4-phenethylpyridin-2(1H)-one dihydrochloride). Isolated yield 51.0%. Reaction SMILES: [CH3:1][N:2]1[C:10]2[C:5](=[CH:6][CH:7]=[C:8]([N:11]3[CH:16]=[CH:15][C:14]([CH2:17][CH2:18][C:19]4[CH:24]=[CH:23][CH:22]=[CH:21][CH:20]=4)=[CH:13][C:12]3=[O:25])[CH:9]=2)[C:4]2[CH2:26][CH2:27][N:28](C(OC(C)(C)C)=O)[CH2:29][C:3]1=2.C1(N)C(F)=C(F)C(F)=C(N)C=1F.[ClH:49].Cl>>[ClH:49].[ClH:49].[CH3:1][N:2]1[C:10]2[C:5](=[CH:6][CH:7]=[C:8]([N:11]3[CH:16]=[CH:15][C:14]([CH2:17][CH2:18][C:19]4[CH:24]=[CH:23][CH:22]=[CH:21][CH:20]=4)=[CH:13][C:12]3=[O:25])[CH:9]=2)[C:4]2[CH2:26][CH2:27][NH:28][CH2:29][C:3]1=2 |f:1.2.3,4.5.6|. Reported procedure: tert-Butyl 9-methyl-7-(2-oxo-4-phenethylpyridin-1(2H)-yl)-3,4-dihydro-1H-pyrido[3,4-b]indole-2(9H)-carboxylate (1.2 g, 2.4 mmol) was deprotected and converted to the dihydrochloride salt according to the procedure of Example 30 (steps e and g) to provide the title compound (550 mg, 51%) as a yellow solid: mp 280-295° C.; 1H NMR (300 MHz, DMSO-d6) δ 9.67 (s, 2H), 7.59-7.52 (m, 3H), 7.35-7.27 (m, 4H), 7.24-7.17 (m, 1H), 7.01 (dd, J=7.4, 2.0 Hz, 1H), 6.38-6.27 (m, 2H), 4.45 (s, 2H), 3.67 (s, 3H), 3... As a reaction SMILES: [O:1]1[CH2:6][CH2:5][CH:4]([C:7]([O:9][CH2:10][C:11]2[CH:16]=[CH:15][CH:14]=[CH:13][CH:12]=2)=[O:8])[CH2:3][CH2:2]1.C[Si]([N-][Si](C)(C)C)(C)C.[Li+].[F:27]N(S(C1C=CC=CC=1)(=O)=O)S(C1C=CC=CC=1)(=O)=O.[Cl-].[NH4+]>C1COCC1.O>[F:27][C:4]1([C:7]([O:9][CH2:10][C:11]2[CH:12]=[CH:13][CH:14]=[CH:15][CH:16]=2)=[O:8])[CH2:3][CH2:2][O:1][CH2:6][CH2:5]1 |f:1.2,4.5|. Yields the product FC1(CCOCC1)C(=O)OCC1=CC=CC=C1 (benzyl 4-fluorotetrahydro-2H-pyran-4-carboxylate). Starting materials: O1CCC(CC1)C(=O)OCC1=CC=CC=C1 (benzyl tetrahydro-2H-pyran-4-carboxylate), C[Si](C)(C)[N-][Si](C)(C)C.[Li+] (lithium bis(trimethylsilyl)amide), [Cl-].[NH4+] (ammonium chloride), FN(S(=O)(=O)C1=CC=CC=C1)S(=O)(=O)C1=CC=CC=C1 (N-fluoro-N-(phenylsulfonyl)benzenesulfonamide). Reported procedure: To a solution of the compound (0.22 g) obtained in step 1 in THF (3.5 mL) was added dropwise at −78° C. lithium bis(trimethylsilyl)amide (1.1M THF solution, 1.82 mL), and the mixture was stirred for 30 min. The mixture was warmed to 0° C. and stirred for 15 min. The reaction mixture was cooled to −78° C., a solution of N-fluoro-N-(phenylsulfonyl)benzenesulfonamide (0.63 g) in THF (2.0 mL) was added dropwise, and the mixture was stirred at −78° C. for 1 hr. To the reaction mixture was added satur... Yield: 42.0%. Solvent: C1CCOC1 (THF), O (water), C1CCOC1 (THF). Conditions: temperature 0 celsius, time 30 minute. The reactants are C(C)(=O)SCC(C(=O)Cl)(C)C (3-acetylthio-2,2-dimethylpropionyl chloride), C(C)(=O)CCC(=S)Cl (3-acetylthiopropionyl chloride), SCC(C(=O)N1[C@H](C(=O)O)CC(C1)=O)SC (1-(3-Mercapto-2-methylthio-1-oxopropyl)-4-oxo-L-proline). Product: C(C)(=O)SCC(C(=O)N1[C@H](C(=O)O)CC(C1)=O)(C)C (1-[3-(acetylthio)-2,2-dimethyl-1-oxopropyl]-4-oxo-L-proline). Reaction SMILES: [C:1]([S:4][CH2:5][C:6]([CH3:11])([CH3:10])[C:7](Cl)=[O:8])(=[O:3])[CH3:2].C(CCC(Cl)=S)(=O)C.SCC(SC)C([N:25]1[CH2:32][C:31](=[O:33])[CH2:30][C@H:26]1[C:27]([OH:29])=[O:28])=O>>[C:1]([S:4][CH2:5][C:6]([CH3:11])([CH3:10])[C:7]([N:25]1[CH2:32][C:31](=[O:33])[CH2:30][C@H:26]1[C:27]([OH:29])=[O:28])=[O:8])(=[O:3])[CH3:2]. Procedure: Following the procedure of Example 1 but substituting 3-acetylthio-2,2-dimethylpropionyl chloride for the 3-acetylthiopropionyl chloride in part (d), one obtains 1-[3-(acetylthio)-2,2-dimethyl-1-oxopropyl]-4-oxo-L-proline. Starting materials: FC=1C=C2C(C(=C3N(C2=CC1N1CCN(CC1)C)C(S3)C3=CC=CC=C3)C(=O)OCC)=O (ethyl 6-fluoro-7-(4-methyl-1-piperazinyl)-4-oxo-1-phenyl-4H-(1,3)thiazeto(3,2-a)quinoline-3-carboxylate), [OH-].[K+].C(C)(C)(C)O.O (potassium hydroxide tert-butanol water), O (water). Run in mixed solution, C(C)(=O)O (acetic acid). Reaction conditions: temperature 50 celsius. The product is FC=1C=C2C(C(=C3N(C2=CC1N1CCN(CC1)C)C(S3)C3=CC=CC=C3)C(=O)O)=O (6-Fluoro-7-(4-methyl-1-piperazinyl)-4-oxo-1-phenyl-4H-(1,3)thiazeto(3,2-a)quinoline-3-carboxylic acid). As a reaction SMILES: [F:1][C:2]1[CH:3]=[C:4]2[C:9](=[CH:10][C:11]=1[N:12]1[CH2:17][CH2:16][N:15]([CH3:18])[CH2:14][CH2:13]1)[N:8]1[CH:19]([C:21]3[CH:26]=[CH:25][CH:24]=[CH:23][CH:22]=3)[S:20][C:7]1=[C:6]([C:27]([O:29]CC)=[O:28])[C:5]2=[O:32].[OH-].[K+].C(O)(C)(C)C.O.O>C(O)(=O)C>[F:1][C:2]1[CH:3]=[C:4]2[C:9](=[CH:10][C:11]=1[N:12]1[CH2:13][CH2:14][N:15]([CH3:18])[CH2:16][CH2:17]1)[N:8]1[CH:19]([C:21]3[CH:26]=[CH:25][CH:24]=[CH:23][CH:22]=3)[S:20][C:7]1=[C:6]([C:27]([OH:29])=[O:28])[C:5]2=[O:32] |f:1.2.3.4|. Procedure details: Three grams of ethyl 6-fluoro-7-(4-methyl-1-piperazinyl)-4-oxo-1-phenyl-4H-(1,3)thiazeto(3,2-a)quinoline-3-carboxylate was suspended in 30 ml of mixed solution of 5% potassium hydroxide/tert-butanol-water (75:25) and the suspension was heated at 50° C. for 4 hours with stirring. To this was added 30 to 40 ml of water to prepare homogeneous solution. The solution was neutralized with acetic acid and extracted with chloroform to which small amount of methanol was added. The extract was dried, conc... Reactants: BrC=1C=CC(=C(C1)[C@@]1(CS(C2(CCC2)C(N1)=O)(=O)=O)C)F ((R)-7-(5-bromo-2-fluoro-phenyl)-7-methyl-5,5-dioxo-5λ6-thia-8-aza-spiro[3.5]nonan-9-one), COC=1C=CC(=CC1)P2(=S)SP(=S)(S2)C=3C=CC(=CC3)OC (Lawesson's reagent), C(=O)(O)[O-].[Na+] (NaHCO3), COC=1C=CC(=CC1)P2(=S)SP(=S)(S2)C=3C=CC(=CC3)OC (Lawesson's reagent). Run in O1CCOCC1 (dioxane). Reaction conditions: temperature 80 celsius, time 2 hour. Product: BrC=1C=CC(=C(C1)[C@@]1(CS(C2(CCC2)C(N1)=S)(=O)=O)C)F ((R)-7-(5-bromo-2-fluoro-phenyl)-7-methyl-5,5-dioxo-5λ6-thia-8-aza-spiro[3.5]nonan-9-thione). Isolated yield 91.8%. As a reaction SMILES: [Br:1][C:2]1[CH:3]=[CH:4][C:5]([F:21])=[C:6]([C@@:8]2([CH3:20])[NH:16][C:15](=O)[C:11]3([CH2:14][CH2:13][CH2:12]3)[S:10](=[O:19])(=[O:18])[CH2:9]2)[CH:7]=1.COC1C=CC(P2(SP(C3C=CC(OC)=CC=3)(=S)S2)=[S:31])=CC=1.C([O-])(O)=O.[Na+]>O1CCOCC1>[Br:1][C:2]1[CH:3]=[CH:4][C:5]([F:21])=[C:6]([C@@:8]2([CH3:20])[NH:16][C:15](=[S:31])[C:11]3([CH2:14][CH2:13][CH2:12]3)[S:10](=[O:19])(=[O:18])[CH2:9]2)[CH:7]=1 |f:2.3|. Reported procedure: To a solution of (R)-7-(5-bromo-2-fluoro-phenyl)-7-methyl-5,5-dioxo-5λ6-thia-8-aza-spiro[3.5]nonan-9-one (1.1 g, 2.92 mmol, Eq: 1.00) in dioxane (50 ml) was added Lawesson's reagent (1.18 g, 2.92 mmol, Eq: 1.00). The reaction mixture was stirred at 80° C. for 2 hours. More Lawesson's reagent (1.55 g, 3.84 mmol, Eq: 1.00) was added and stirring continued at 80° C. for 8 hours. The reaction mixture was poured into sat. NaHCO3 solution and extracted twice with ethyl acetate. The organic layers were... Reactants: CN1CCC(C(=O)O)CC1, CNOC, CCN=C=NCCCN(C)C, CN(C)C=O, CCN(C(C)C)C(C)C, Cl, Cl, On1nnc2ccccc21. Yields the product CON(C)C(=O)C1CCN(C)CC1. RXN SMILES: [CH3:1][N:2]1[CH2:3][CH2:4][CH:5]([C:6](=[O:7])[OH:8])[CH2:9][CH2:10]1.[CH3:31][NH:32][O:33][CH3:34].[CH3:36][N:37]([CH3:38])[CH2:39][CH2:40][CH2:41][N:42]=[C:43]=[N:44][CH2:45][CH3:46].[CH3:47][N:48]([CH3:49])[CH:50]=[O:51].[CH:11]([N:12]([CH:13]([CH3:14])[CH3:15])[CH2:16][CH3:17])([CH3:18])[CH3:19].[ClH:30].[ClH:35].[OH:20][n:21]1[c:22]2[cH:23][cH:24][cH:25][cH:26][c:27]2[n:28][n:29]1>>[CH3:1][N:2]1[CH2:3][CH2:4][CH:5]([C:6](=[O:7])[N:32]([CH3:31])[O:33][CH3:34])[CH2:9][CH2:10]1. The reactants are CNC1CCOC2=CC(=CC=C12)CN1CCCCC1 (methyl-(7-piperidin-1-ylmethyl-chroman-4-yl)-amine), C1(=CC=CC=C1)C(CC(=O)O)NS(=O)(=O)C1=CC(=CC=C1)C(F)(F)F (3-phenyl-3-(3-trifluoromethyl-benzenesulfonylamino)-propionic acid), CN(C)C=O (DMF), C(C(=O)Cl)(=O)Cl (oxalyl chloride). Run in C(Cl)Cl (CH2Cl2), C(Cl)Cl (CH2Cl2). Reaction conditions: temperature 0 celsius, time 1 hour. The product is CN(C(CC(NS(=O)(=O)C1=CC(=CC=C1)C(F)(F)F)C1=CC=CC=C1)=O)C1CCOC2=CC(=CC=C12)CN1CCCCC1 (N-methyl-3-phenyl-N-(7-piperidin-1-ylmethyl-chroman-4-yl)-3-(3-trifluoromethyl-benzenesulfonylamino)-propionamide). As a reaction SMILES: [C:1]1([CH:7]([NH:12][S:13]([C:16]2[CH:21]=[CH:20][CH:19]=[C:18]([C:22]([F:25])([F:24])[F:23])[CH:17]=2)(=[O:15])=[O:14])[CH2:8][C:9]([OH:11])=O)[CH:6]=[CH:5][CH:4]=[CH:3][CH:2]=1.CN(C=O)C.C(Cl)(=O)C(Cl)=O.[CH3:37][NH:38][CH:39]1[C:48]2[C:43](=[CH:44][C:45]([CH2:49][N:50]3[CH2:55][CH2:54][CH2:53][CH2:52][CH2:51]3)=[CH:46][CH:47]=2)[O:42][CH2:41][CH2:40]1>C(Cl)Cl>[CH3:37][N:38]([CH:39]1[C:48]2[C:43](=[CH:44][C:45]([CH2:49][N:50]3[CH2:55][CH2:54][CH2:53][CH2:52][CH2:51]3)=[CH:46][CH:47]=2)[O:42][CH2:41][CH2:40]1)[C:9](=[O:11])[CH2:8][CH:7]([C:1]1[CH:2]=[CH:3][CH:4]=[CH:5][CH:6]=1)[NH:12][S:13]([C:16]1[CH:21]=[CH:20][CH:19]=[C:18]([C:22]([F:24])([F:23])[F:25])[CH:17]=1)(=[O:14])=[O:15]. Procedure details: To a solution of 3-phenyl-3-(3-trifluoromethyl-benzenesulfonylamino)-propionic acid (100 mg, 0.268 mmol, 1.0 eq) and DMF (one small drop) in CH2Cl2 (2.5 mL) was added oxalyl chloride (68 mg, 0.536 mmol, 2.0 eq). The reaction was stirred at 0° C. for 1 h. It was warmed to RT and stirred at RT for additional 15 min. Solvent was removed with a rotary evaporator. The newly formed acid chloride was dissolved in CH2Cl2 (2 mL) and the solution was cooled down to 0° C. A solution of methyl-(7-piperidin-... The reactants are O=Cc1ccc(Cl)cc1Br, CCN(CC)S(F)(F)F, C[Si](C)(C)C#N, ClCCl, [I-], [I-], [Zn+2]. The product is N#CC(F)c1ccc(Cl)cc1Br. Reaction SMILES: [Br:1][c:2]1[c:3]([CH:4]=[O:5])[cH:6][cH:7][c:8]([Cl:10])[cH:9]1.[CH2:17]([N:18]([S:19]([F:20])([F:21])[F:23])[CH2:22][CH3:24])[CH3:25].[CH3:11][Si:12]([CH3:13])([CH3:14])[C:15]#[N:16].[Cl:26][CH2:27][Cl:28].[I-:29].[I-:31].[Zn+2:30]>>[Br:1][c:2]1[c:3]([CH:4]([C:15]#[N:16])[F:23])[cH:6][cH:7][c:8]([Cl:10])[cH:9]1. The reactants are CCN(C(C)C)C(C)C, O=S1CCc2nc(Cl)nc(Nc3cccc(Cl)c3)c21, CCOC(=O)c1ccc(N2CCNCC2)cc1, C1COCCO1, O. Yields the product CCOC(=O)c1ccc(N2CCN(c3nc4c(c(Nc5cccc(Cl)c5)n3)S(=O)CC4)CC2)cc1. Reaction SMILES: [CH:37]([N:38]([CH:39]([CH3:40])[CH3:41])[CH2:42][CH3:43])([CH3:44])[CH3:45].[Cl:1][c:2]1[n:3][c:4]([NH:12][c:13]2[cH:14][c:15]([Cl:19])[cH:16][cH:17][cH:18]2)[c:5]2[c:6]([n:7]1)[CH2:8][CH2:9][S:10]2=[O:11].[N:20]1([c:26]2[cH:27][cH:28][c:29]([C:30](=[O:31])[O:32][CH2:33][CH3:34])[cH:35][cH:36]2)[CH2:21][CH2:22][NH:23][CH2:24][CH2:25]1.[O:47]1[CH2:48][CH2:49][O:50][CH2:51][CH2:52]1.[OH2:46]>>[c:2]1([N:23]2[CH2:22][CH2:21][N:20]([c:26]3[cH:27][cH:28][c:29]([C:30](=[O:31])[O:32][CH2:33][CH3:34])[cH:35][cH:36]3)[CH2:25][CH2:24]2)[n:3][c:4]([NH:12][c:13]2[cH:14][c:15]([Cl:19])[cH:16][cH:17][cH:18]2)[c:5]2[c:6]([n:7]1)[CH2:8][CH2:9][S:10]2=[O:11].